This data is from the Open Reaction Database (ORD), a public repository of structured organic reaction records. The task is: describe an organic reaction: reactants, conditions, products, and yield Reactants: C(=O)(C(F)(F)F)O (TFA), ice, C(C)(C)(C)OC(\C=C\C1=CC=C(C=C1)C1=CC(=C(C=C1)OCN1C(C2=CC=CC=C2C1=O)=O)C12CC3CC(CC(C1)C3)C2)=O ((E)-3-[3′-adamantan-1-yl-4′-(1,3-dioxo-1,3-dihydroisoindol-2-ylmethoxy)-biphenyl-4-yl]acrylic acid tert-butyl ester). Run in C(Cl)Cl (DCM). Run at temperature 0 celsius, time 10 minute. Product: C12(CC3CC(CC(C1)C3)C2)C=2C=C(C=CC2OCN2C(C3=CC=CC=C3C2=O)=O)C2=CC=C(C=C2)/C=C/C(=O)O ((E)-3-[3′-Adamantan-1-yl-4′-(1,3-dioxo-1,3-dihydroisoindol-2-ylmethoxy)-biphenyl-4yl]-acrylic acid). Reaction SMILES: C(O)(C(F)(F)F)=O.C([O:12][C:13](=[O:51])/[CH:14]=[CH:15]/[C:16]1[CH:21]=[CH:20][C:19]([C:22]2[CH:27]=[CH:26][C:25]([O:28][CH2:29][N:30]3[C:38](=[O:39])[C:37]4[C:32](=[CH:33][CH:34]=[CH:35][CH:36]=4)[C:31]3=[O:40])=[C:24]([C:41]34[CH2:50][CH:45]5[CH2:46][CH:47]([CH2:49][CH:43]([CH2:44]5)[CH2:42]3)[CH2:48]4)[CH:23]=2)=[CH:18][CH:17]=1)(C)(C)C>C(Cl)Cl>[C:41]12([C:24]3[CH:23]=[C:22]([C:19]4[CH:18]=[CH:17][C:16](/[CH:15]=[CH:14]/[C:13]([OH:51])=[O:12])=[CH:21][CH:20]=4)[CH:27]=[CH:26][C:25]=3[O:28][CH2:29][N:30]3[C:38](=[O:39])[C:37]4[C:32](=[CH:33][CH:34]=[CH:35][CH:36]=4)[C:31]3=[O:40])[CH2:50][CH:45]3[CH2:46][CH:47]([CH2:49][CH:43]([CH2:44]3)[CH2:42]1)[CH2:48]2. Procedure details: TFA (1.8 ml) was dropped into an ice-cooled solution of (E)-3-[3′-adamantan-1-yl-4′-(1,3-dioxo-1,3-dihydroisoindol-2-ylmethoxy)-biphenyl-4-yl]acrylic acid tert-butyl ester (110 mg, 0.186 mmol) in DCM (1.8 ml), and the mixture was stirred at 0° C. for 10 min. The solvent was removed in vacuo and the residue was rinsed with hexane to obtain, after filtration, 97 mg (98%) of the title compound. Reactants: C(CCC)C1=CC=C(C=C1)C=CCCCCC(=O)O (7-(p-butylphenyl)-6-heptenoic acid). Reagents/catalysts: [Pd] (Pd/C). Product: C(CCC)C1=CC=C(C=C1)CCCCCCC(=O)O (7-(p-Butylphenyl)heptanoic acid). Yield: 90.7%. RXN SMILES: [CH2:1]([C:5]1[CH:10]=[CH:9][C:8]([CH:11]=[CH:12][CH2:13][CH2:14][CH2:15][CH2:16][C:17]([OH:19])=[O:18])=[CH:7][CH:6]=1)[CH2:2][CH2:3][CH3:4]>[Pd]>[CH2:1]([C:5]1[CH:10]=[CH:9][C:8]([CH2:11][CH2:12][CH2:13][CH2:14][CH2:15][CH2:16][C:17]([OH:19])=[O:18])=[CH:7][CH:6]=1)[CH2:2][CH2:3][CH3:4]. Procedure: This compound was synthesized from 7-(p-butylphenyl)-6-heptenoic acid (1.30 g, 5 mmol) by a hydrogenation reaction using Pd/C (130 mg). Crystallization (petroleum ether) afforded the product (1.19 g, 97%) as white crystals (mp 32-33° C.). IR: 3400-2500, 1718 cm-1 ; 1H-NMR:0.92 (t, 3H), 1.35 (m, 6H), 1.60 (m, 6H), 2.32 (t, 2H), 2.55 (m, 4H), 7.02 (s, 4H), 9.70 (bs, 1H). Anal. Calcd. for C17H26O2 : C, 77.82, H, 9.99%; Found: C, 77.73, H, 10.01%. Reactants: FC(C=1C=C(CNC(C2=CC(=NC=C2)C2=C(C=CC(=C2)SCC)[N+](=O)[O-])=O)C=CC1)(F)F (N-(3-(trifluoromethyl)benzyl)-2-(5-(ethylthio)-2-nitrophenyl)isonicotinamide). The reagents and catalysts are [Pd] (Pd/C). Run in CO (methanol). Conditions: time 2 hour. Product: FC(C=1C=C(CNC(C2=CC(=NC=C2)C2=C(C=CC(=C2)SCC)N)=O)C=CC1)(F)F (N-(3-(trifluoromethyl)benzyl)-2-(2-amino-5-(ethylthio)phenyl)-isonicotinamide). Reaction SMILES: [F:1][C:2]([F:32])([F:31])[C:3]1[CH:4]=[C:5]([CH:28]=[CH:29][CH:30]=1)[CH2:6][NH:7][C:8](=[O:27])[C:9]1[CH:14]=[CH:13][N:12]=[C:11]([C:15]2[CH:20]=[C:19]([S:21][CH2:22][CH3:23])[CH:18]=[CH:17][C:16]=2[N+:24]([O-])=O)[CH:10]=1>CO.[Pd]>[F:32][C:2]([F:1])([F:31])[C:3]1[CH:4]=[C:5]([CH:28]=[CH:29][CH:30]=1)[CH2:6][NH:7][C:8](=[O:27])[C:9]1[CH:14]=[CH:13][N:12]=[C:11]([C:15]2[CH:20]=[C:19]([S:21][CH2:22][CH3:23])[CH:18]=[CH:17][C:16]=2[NH2:24])[CH:10]=1. Reported procedure: Into a 50-mL round-bottom flask, was placed a solution of N-(3-(trifluoromethyl)benzyl)-2-(5-(ethylthio)-2-nitrophenyl)isonicotinamide (300 mg, 0.65 mmol, 1.00 equiv) in methanol (5 mL). The solution was treated with Pd/C (300 mg), and stirred under an atmosphere of hydrogen for 2 h at room temperature. The solids were filtered out. The resulting mixture was concentrated under vacuum. This resulted in 200 mg (71%) of N-(3-(trifluoromethyl)benzyl)-2-(2-amino-5-(ethylthio)phenyl)isonicotinamide as... The reactants are BrC=1C(=NC=C(C(=O)NC2=CC=C(C=C2)OC(F)(F)F)C1)N1C[C@H](CCC1)O ((S)-5-bromo-6-(3-hydroxypiperidin-1-yl)-N-(4-(trifluoromethoxy)phenyl)nicotinamide), CC1=CC=C(C=N1)B(O)O ((6-methylpyridin-3-yl)boronic acid). The product is O[C@@H]1CN(CCC1)C1=NC=C(C=C1C=1C=NC(=CC1)C)C(=O)NC1=CC=C(C=C1)OC(F)(F)F ((S)-2-(3-Hydroxypiperidin-1-yl)-6′-methyl-N-(4-(trifluoromethoxy)phenyl)-[3,3′-bipyridine]-5-carboxamide). Reaction SMILES: Br[C:2]1[C:3]([N:22]2[CH2:27][CH2:26][CH2:25][C@H:24]([OH:28])[CH2:23]2)=[N:4][CH:5]=[C:6]([CH:21]=1)[C:7]([NH:9][C:10]1[CH:15]=[CH:14][C:13]([O:16][C:17]([F:20])([F:19])[F:18])=[CH:12][CH:11]=1)=[O:8].[CH3:29][C:30]1[N:35]=[CH:34][C:33](B(O)O)=[CH:32][CH:31]=1>>[OH:28][C@H:24]1[CH2:25][CH2:26][CH2:27][N:22]([C:3]2[C:2]([C:33]3[CH:34]=[N:35][C:30]([CH3:29])=[CH:31][CH:32]=3)=[CH:21][C:6]([C:7]([NH:9][C:10]3[CH:15]=[CH:14][C:13]([O:16][C:17]([F:20])([F:19])[F:18])=[CH:12][CH:11]=3)=[O:8])=[CH:5][N:4]=2)[CH2:23]1. Reported procedure: The title compound was prepared in an analogous fashion to that described in Example 118 using (S)-5-bromo-6-(3-hydroxypiperidin-1-yl)-N-(4-(trifluoromethoxy)phenyl)nicotinamide (Stage 124.1) and (6-methylpyridin-3-yl)boronic acid to afford a white solid. UPLC-MS (condition 1) tR=2.16 min, m/z=473.1 [M+H]+, m/z=471.1 [M−H]−; 1H-NMR (400 MHz, DMSO-d6) δ ppm 1.19-1.39 (m, 2H) 1.53-1.62 (m, 1H) 1.78-1.86 (m, 1H) 2.55 (s, 3H) 2.55-2.62 (m, 1H) 2.69-2.78 (m, 1H) 3.42-3.51 (m, 2H) 3.55-3.63 (m, 1H) 4.... Starting materials: C(=O)=O (carbon dioxide), C(=O)=O (carbon dioxide), [Cl-].[NH4+] (ammonium chloride), BrCC=1C=C2C=CC(=NC2=CC1)C1=CC=CC=C1 (6-bromomethyl-2-phenyl-quinoline), [Mg] (magnesium). Solvent: C(C)OCC (diethyl ether), C(C)OCC (diethyl ether). Product: C1(=CC=CC=C1)C1=NC2=CC=C(C=C2C=C1)CC(=O)O (2-phenyl-6-quinolineacetic acid). Reaction SMILES: Br[CH2:2][C:3]1[CH:4]=[C:5]2[C:10](=[CH:11][CH:12]=1)[N:9]=[C:8]([C:13]1[CH:18]=[CH:17][CH:16]=[CH:15][CH:14]=1)[CH:7]=[CH:6]2.[Mg].[C:20](=[O:22])=[O:21].[Cl-].[NH4+]>C(OCC)C>[C:13]1([C:8]2[CH:7]=[CH:6][C:5]3[C:10](=[CH:11][CH:12]=[C:3]([CH2:2][C:20]([OH:22])=[O:21])[CH:4]=3)[N:9]=2)[CH:18]=[CH:17][CH:16]=[CH:15][CH:14]=1 |f:3.4|. Procedure: The Grignard compound is prepared in the customary manner from 5 g of 6-bromomethyl-2-phenyl-quinoline and magnesium in 30 ml of diethyl ether. It is added to a solution of solid carbon dioxide in 100 ml of diethyl ether. At the same time a further quantity of solid carbon dioxide is added in portions to the reaction solution. Thereafter, aqueous ammonium chloride solution is added to the reaction mixture and the whole is extracted with ethyl acetate. The organic phases are extracted with 2 N so...